describe an organic reaction: reactants, conditions, products, and yield From a dataset of the Open Reaction Database (ORD), a public repository of structured organic reaction records. Starting materials: NC=1C(=C(C(=C(C(=O)NCC(COC(C)=O)OC(C)=O)C1I)I)COC(C)=O)I (5-Amino-3-acetoxymethyl-N-(2,3-diacetoxypropyl)-2,4,6-triiodobenzamide), C(C)(=O)OC(C(=O)Cl)C (2-Acetoxypropionyl chloride). Run in CC(=O)N(C)C (dimethylacetamide). The product is C(C)(=O)OC(C(=O)NC=1C(=C(C(=C(C(=O)NCC(COC(C)=O)OC(C)=O)C1I)I)COC(C)=O)I)C (5-(2-Acetoxypropionylamino)-3-acetoxymethyl-N-(2,3-diacetoxypropyl)-2,4,6-triiodobenzamide). Isolated yield 99.2%. Reaction SMILES: [NH2:1][C:2]1[C:3]([I:29])=[C:4]([CH2:24][O:25][C:26](=[O:28])[CH3:27])[C:5]([I:23])=[C:6]([C:21]=1[I:22])[C:7]([NH:9][CH2:10][CH:11]([O:17][C:18](=[O:20])[CH3:19])[CH2:12][O:13][C:14](=[O:16])[CH3:15])=[O:8].[C:30]([O:33][CH:34]([CH3:38])[C:35](Cl)=[O:36])(=[O:32])[CH3:31]>CC(N(C)C)=O>[C:30]([O:33][CH:34]([CH3:38])[C:35]([NH:1][C:2]1[C:3]([I:29])=[C:4]([CH2:24][O:25][C:26](=[O:28])[CH3:27])[C:5]([I:23])=[C:6]([C:21]=1[I:22])[C:7]([NH:9][CH2:10][CH:11]([O:17][C:18](=[O:20])[CH3:19])[CH2:12][O:13][C:14](=[O:16])[CH3:15])=[O:8])=[O:36])(=[O:32])[CH3:31]. Reported procedure: 5-Amino-3-acetoxymethyl-N-(2,3-diacetoxypropyl)-2,4,6-triiodobenzamide (3.20 g, 4.3 mmol) was dissolved in dry dimethylacetamide (4 ml). 2-Acetoxypropionyl chloride (2.17 ml, 17.2 mmol) was then added dropwise with efficient stirring. Stirring was continued over night. After work up according to the procedure in Example 24i, 3.66 g (100%) of product was isolated. Starting materials: OC1=CC=C(C=O)C=C1 (4-hydroxybenzaldehyde), solution, C[O-].[Na+] (sodium methylate), BrCCCCC=C (6-bromo-1-hexene). The solvent is CO (methanol), CO (methanol). Yields the product C(=CCCCC)OC1=CC=C(C=O)C=C1 (4-(1-hexenyloxy)benzaldehyde). The yield is 92.5%. Reaction SMILES: [OH:1][C:2]1[CH:9]=[CH:8][C:5]([CH:6]=[O:7])=[CH:4][CH:3]=1.C[O-].[Na+].Br[CH2:14][CH2:15][CH2:16][CH2:17][CH:18]=[CH2:19]>CO>[CH:14]([O:1][C:2]1[CH:9]=[CH:8][C:5]([CH:6]=[O:7])=[CH:4][CH:3]=1)=[CH:15][CH2:16][CH2:17][CH2:18][CH3:19] |f:1.2|. Reported procedure: To a 500 ml egg-plant type flask, 4-hydroxybenzaldehyde (12.2 g, 100 mmol), a 28% solution of sodium methylate in methanol (18.5 ml, 130 mmol of sodium methylate), methanol (60 ml) and 6-bromo-1-hexene (20.0 ml, 150 mmol) were charged and heated under reflux for 18 hours. The reaction mixture was concentrated to about a half volume by evaporation of volatile components. Then, toluene (200 ml) and water (100 ml) were added to the concentrated mixture and shaken, followed by removal of an aqueous ... Starting materials: C(C1=CC=CC=C1)OC[C@@]1(C[C@@H]([C@@H](CO[Si](C2=CC=CC=C2)(C2=CC=CC=C2)C(C)(C)C)O1)CC=O)N1C(=O)NC(=O)C(C)=C1 (Benzyloxymethyl-3'-deoxy-3'-(C-formylmethyl)-5'-O-tert-butyldiphenylsilylthymidine), [BH4-].[Na+] (NaBH4). Product: C(C1=CC=CC=C1)OC[C@@]1(C[C@@H]([C@@H](CO[Si](C2=CC=CC=C2)(C2=CC=CC=C2)C(C)(C)C)O1)CCO)N1C(=O)NC(=O)C(C)=C1 (Benzyloxymethyl-3'-deoxy-3'-(2-hydroxyethyl)-5'-O-tert-butyldiphenylsilylthymidine). RXN SMILES: [CH2:1]([O:8][CH2:9][C@@:10]1([N:37]2[CH:45]=[C:43]([CH3:44])[C:41](=[O:42])[NH:40][C:38]2=[O:39])[O:33][C@H:13]([CH2:14][O:15][Si:16]([C:29]([CH3:32])([CH3:31])[CH3:30])([C:23]2[CH:28]=[CH:27][CH:26]=[CH:25][CH:24]=2)[C:17]2[CH:22]=[CH:21][CH:20]=[CH:19][CH:18]=2)[C@@H:12]([CH2:34][CH:35]=[O:36])[CH2:11]1)[C:2]1[CH:7]=[CH:6][CH:5]=[CH:4][CH:3]=1.[BH4-].[Na+]>>[CH2:1]([O:8][CH2:9][C@@:10]1([N:37]2[CH:45]=[C:43]([CH3:44])[C:41](=[O:42])[NH:40][C:38]2=[O:39])[O:33][C@H:13]([CH2:14][O:15][Si:16]([C:29]([CH3:30])([CH3:31])[CH3:32])([C:23]2[CH:24]=[CH:25][CH:26]=[CH:27][CH:28]=2)[C:17]2[CH:22]=[CH:21][CH:20]=[CH:19][CH:18]=2)[C@@H:12]([CH2:34][CH2:35][OH:36])[CH2:11]1)[C:2]1[CH:7]=[CH:6][CH:5]=[CH:4][CH:3]=1 |f:1.2|. Reported procedure: Compound 55 will be treated with NaBH4 to furnish the title compound 56. Reactants: O (Water), crude material, NC1=CC=C(C=C1)C1=NNC(C=2CCCCC12)=O (4-(4-aminophenyl)-5,6,7,8-tetrahydro-2H-phthalazin-1-one), O=C1N(C(CC1)=O)OC(ON1C(CCC1=O)=O)=O (carbonic acid bis-(2,5-dioxo-pyrrolidin-1-yl) ester), C1NCC2=CC=CC=C12 (isoindoline). Run in CN(C=O)C (N,N-dimethylformamide), C(C)O (ethanol), CN(C=O)C (N,N-dimethylformamide). Conditions: time 8 hour. Yields the product O=C1NN=C(C=2CCCCC12)C1=CC=C(C=C1)NC(=O)N1CC2=CC=CC=C2C1 (1,3-dihydro-isoindole-2-carboxylicacid[4-(4-oxo-3,4,5,6,7,8-hexahydro-phthalazin-1-yl)-phenyl]-amide). RXN SMILES: [NH2:1][C:2]1[CH:7]=[CH:6][C:5]([C:8]2[C:17]3[CH2:16][CH2:15][CH2:14][CH2:13][C:12]=3[C:11](=[O:18])[NH:10][N:9]=2)=[CH:4][CH:3]=1.[O:19]=[C:20]1CCC(=O)N1OC(=O)ON1C(=O)CCC1=O.[CH2:37]1[C:45]2[C:40](=[CH:41][CH:42]=[CH:43][CH:44]=2)[CH2:39][NH:38]1.O>CN(C)C=O.C(O)C>[O:18]=[C:11]1[C:12]2[CH2:13][CH2:14][CH2:15][CH2:16][C:17]=2[C:8]([C:5]2[CH:4]=[CH:3][C:2]([NH:1][C:20]([N:38]3[CH2:39][C:40]4[C:45](=[CH:44][CH:43]=[CH:42][CH:41]=4)[CH2:37]3)=[O:19])=[CH:7][CH:6]=2)=[N:9][NH:10]1. Reported procedure: To a solution of 200 mg 4-(4-aminophenyl)-5,6,7,8-tetrahydro-2H-phthalazin-1-one (0.829 mmol) in 5 ml N,N-dimethylformamide were added 245 mg carbonic acid bis-(2,5-dioxo-pyrrolidin-1-yl) ester (0.912 mmol) and the reaction mixture was stirred overnight. 255 mg of isoindoline were added, the precipitation formed was dissolved by adding 0.8 ml N,N-dimethylformamide, and the reaction mixture was stirred overnight. Water was added, and the formed precipitation was washed with water/methanol and sub... Starting materials: FC1=C(C(=CC=C1)F)[N+](=O)[O-] (1,3-difluoro-2-nitro-benzene), COCCO (2-methoxyethanol), CsCO3. Run in CN(C)C=O (DMF). Product: FC1=C(C(=CC=C1)OCCOC)[N+](=O)[O-] (1-fluoro-3-(2-methoxy-ethoxy)-2-nitro-benzene). Isolated yield 49.9%. RXN SMILES: F[C:2]1[CH:7]=[CH:6][CH:5]=[C:4]([F:8])[C:3]=1[N+:9]([O-:11])=[O:10].[CH3:12][O:13][CH2:14][CH2:15][OH:16]>CN(C=O)C>[F:8][C:4]1[CH:5]=[CH:6][CH:7]=[C:2]([O:16][CH2:15][CH2:14][O:13][CH3:12])[C:3]=1[N+:9]([O-:11])=[O:10]. Reported procedure: A solution of 1,3-difluoro-2-nitro-benzene (1.0 g), 2-methoxyethanol (480 mg), and CsCO3 (3.6 g) in DMF (20 mL) was heated at 60° C. for 16 hours. The reaction mixture was filtered, concentrated, and purified by silica gel chromatography to afford 675 mg of 1-fluoro-3-(2-methoxy-ethoxy)-2-nitro-benzene: 1H NMR (300 MHz, CDCl3) δ 7.4 (dd, 1H), 6.8 (m, 2H), 4.2 (t, 2H), 3.7 (t, 2H), 3.4 (s, 3H). The reactants are [Si](C1=CC=CC=C1)(C1=CC=CC=C1)(C(C)(C)C)OCCNS(=O)(=O)C1=C(C=CC(=C1)[N+](=O)[O-])Cl (N-[2-(tert-butyldiphenylsilanyloxy)-ethyl]-2-chloro-5-nitro-benzenesulfonamide), C(C)(=O)OCC.CCCCCC (ethyl acetate hexane), solution, [F-].C(CCC)[N+](CCCC)(CCCC)CCCC (tetrabutlyammonium fluoride). Solvent: O1CCCC1 (tetrahydrofuran), O1CCCC1 (tetrahydrofuran), C(C)(=O)OCC (ethyl acetate), [Cl-].[Na+].O (brine). Run at time 2 hour. Product: ClC1=C(C=C(C=C1)[N+](=O)[O-])S(=O)(=O)NCCO (2-Chloro-N-(2-hydroxyethyl)-5-nitro-benzenesulfonamide). Reaction SMILES: [Si]([O:18][CH2:19][CH2:20][NH:21][S:22]([C:25]1[CH:30]=[C:29]([N+:31]([O-:33])=[O:32])[CH:28]=[CH:27][C:26]=1[Cl:34])(=[O:24])=[O:23])(C(C)(C)C)(C1C=CC=CC=1)C1C=CC=CC=1.[F-].C([N+](CCCC)(CCCC)CCCC)CCC.C(OCC)(=O)C.CCCCCC>O1CCCC1.C(OCC)(=O)C.[Cl-].[Na+].O>[Cl:34][C:26]1[CH:27]=[CH:28][C:29]([N+:31]([O-:33])=[O:32])=[CH:30][C:25]=1[S:22]([NH:21][CH2:20][CH2:19][OH:18])(=[O:24])=[O:23] |f:1.2,3.4,7.8.9|. Procedure details: The crude N-[2-(tert-butyldiphenylsilanyloxy)-ethyl]-2-chloro-5-nitro-benzenesulfonamide obtained above (theoretical 8.09 g) was dissolved in tetrahydrofuran (50 ml) and a 1M solution of tetrabutlyammonium fluoride in tetrahydrofuran (17.2 ml, 17.2 mmol) was added in one portion. The reaction was stirred at room temperature for 2 h then diluted with ethyl acetate (30 ml) and brine (30 ml), the organic layer was dried over sodium sulfate, filtered and concentrated in vacuo. The reaction was purif... The reactants are E1, ClC=1C=C2N(C(N1)=O)CCN2C(=O)OC(C)(C)C (tert-butyl 7-chloro-5-oxo-2,3-dihydroimidazo[1,2-c]pyrimidine-1(5H)-carboxylate), [H-].[Na+] (NaH), OCC=1C=CC(=C(C#N)C1)OC=1C=NC(=CC1)C(F)(F)F (5-(hydroxymethyl)-2-((6-(trifluoromethyl)pyridin-3-yl)oxy)benzonitrile). Yields the product C(#N)C=1C=C(COC=2C=C3N(C(N2)=O)CCN3C(=O)OC(C)(C)C)C=CC1OC=1C=NC(=CC1)C(F)(F)F (tert-butyl 7-((3-cyano-4-((6-(trifluoromethyl)pyridin-3-yl)oxy)benzyl)oxy)-5-oxo-2,3-dihydroimidazo[1,2-c]pyrimidine-1(5H)-carboxylate). Reaction SMILES: [H-].[Na+].[OH:3][CH2:4][C:5]1[CH:6]=[CH:7][C:8]([O:13][C:14]2[CH:15]=[N:16][C:17]([C:20]([F:23])([F:22])[F:21])=[CH:18][CH:19]=2)=[C:9]([CH:12]=1)[C:10]#[N:11].Cl[C:25]1[CH:26]=[C:27]2[N:34]([C:35]([O:37][C:38]([CH3:41])([CH3:40])[CH3:39])=[O:36])[CH2:33][CH2:32][N:28]2[C:29](=[O:31])[N:30]=1>>[C:10]([C:9]1[CH:12]=[C:5]([CH:6]=[CH:7][C:8]=1[O:13][C:14]1[CH:15]=[N:16][C:17]([C:20]([F:23])([F:21])[F:22])=[CH:18][CH:19]=1)[CH2:4][O:3][C:25]1[CH:26]=[C:27]2[N:34]([C:35]([O:37][C:38]([CH3:41])([CH3:40])[CH3:39])=[O:36])[CH2:33][CH2:32][N:28]2[C:29](=[O:31])[N:30]=1)#[N:11] |f:0.1|. Procedure details: The title compound was prepared by a procedure similar to that described for E1 starting from NaH, 5-(hydroxymethyl)-2-((6-(trifluoromethyl)pyridin-3-yl)oxy)benzonitrile and tert-butyl 7-chloro-5-oxo-2,3-dihydroimidazo[1,2-c]pyrimidine-1(5H)-carboxylate. Reaction conditions: temperature 100 celsius. Reactants: BrC1=C(C=2C(=NC(=CC2NS(=O)(=O)C2=CC(=CC=C2)Cl)C)S1)C (N-(2-bromo-3,6-dimethylthieno[2,3-b]pyridin-4-yl)-3-chlorobenzenesulfonamide), C1=NC=C(C2=CC=CC=C12)B(O)O (4-isoquinolinylboronic acid), C([O-])([O-])=O.[K+].[K+] (potassium carbonate). Reported procedure: To a solution of N-(2-bromo-3,6-dimethylthieno[2,3-b]pyridin-4-yl)-3-chlorobenzenesulfonamide (Example 77) (100 mg, 0.232 mmol) in 1,4-dioxane (2 mL) and water (1 mL) was added 4-isoquinolinylboronic acid (40.1 mg, 0.232 mmol), bis(triphenylphosphine)palladium(II) chloride (16.26 mg, 0.023 mmol) and potassium carbonate (112 mg, 0.811 mmol) and the mixture heated at 100° C. for 1 h using a microwave reactor. The mixture was then filtered through celite, washing with ethyl acetate (30 mL) and the ... Isolated yield 37.2%. The solvent is O1CCOCC1 (1,4-dioxane), O (water). Reaction SMILES: Br[C:2]1[S:22][C:5]2=[N:6][C:7]([CH3:21])=[CH:8][C:9]([NH:10][S:11]([C:14]3[CH:19]=[CH:18][CH:17]=[C:16]([Cl:20])[CH:15]=3)(=[O:13])=[O:12])=[C:4]2[C:3]=1[CH3:23].[CH:24]1[C:33]2[C:28](=[CH:29][CH:30]=[CH:31][CH:32]=2)[C:27](B(O)O)=[CH:26][N:25]=1.C(=O)([O-])[O-].[K+].[K+]>O1CCOCC1.O.Cl[Pd](Cl)([P](C1C=CC=CC=1)(C1C=CC=CC=1)C1C=CC=CC=1)[P](C1C=CC=CC=1)(C1C=CC=CC=1)C1C=CC=CC=1>[Cl:20][C:16]1[CH:15]=[C:14]([S:11]([NH:10][C:9]2[CH:8]=[C:7]([CH3:21])[N:6]=[C:5]3[S:22][C:2]([C:27]4[C:28]5[C:33](=[CH:32][CH:31]=[CH:30][CH:29]=5)[CH:24]=[N:25][CH:26]=4)=[C:3]([CH3:23])[C:4]=23)(=[O:13])=[O:12])[CH:19]=[CH:18][CH:17]=1 |f:2.3.4,^1:52,71|. Product: ClC=1C=C(C=CC1)S(=O)(=O)NC1=C2C(=NC(=C1)C)SC(=C2C)C2=CN=CC1=CC=CC=C21 (3-Chloro-N-[2-(4-isoquinolinyl)-3,6-dimethylthieno[2,3-b]pyridin-4-yl]benzenesulfonamide). The reagents and catalysts are Cl[Pd]([P](C1=CC=CC=C1)(C2=CC=CC=C2)C3=CC=CC=C3)([P](C4=CC=CC=C4)(C5=CC=CC=C5)C6=CC=CC=C6)Cl (bis(triphenylphosphine)palladium(II) chloride). The reactants are NC=1SC(=CN1)CC(=O)OCC (ethyl 2-aminothiazol-5-ylacetate), N1=CC=CC=C1 (pyridine), S(=O)(=O)(C)Cl (mesyl chloride). Run in C(Cl)Cl (methylene chloride), C(Cl)Cl (methylene chloride), C(Cl)Cl (methylene chloride). Run at time 8 hour. Product: CS(=O)(=O)NC=1SC(=CN1)CC(=O)OCC (ethyl 2-methanesulfonamidothiazol-5-ylacetate). Isolated yield 60.1%. RXN SMILES: [NH2:1][C:2]1[S:3][C:4]([CH2:7][C:8]([O:10][CH2:11][CH3:12])=[O:9])=[CH:5][N:6]=1.N1C=CC=CC=1.[S:19](Cl)([CH3:22])(=[O:21])=[O:20]>C(Cl)Cl>[CH3:22][S:19]([NH:1][C:2]1[S:3][C:4]([CH2:7][C:8]([O:10][CH2:11][CH3:12])=[O:9])=[CH:5][N:6]=1)(=[O:21])=[O:20]. Procedure: To a solution of ethyl 2-aminothiazol-5-ylacetate (32 g.) in methylene chloride (160 ml.) was added pyridine (27.2 g.) under ice-cooling, and to the mixture was dropwise added mesyl chloride (29.6 g.) in methylene chloride (29.6 ml.) over 30 minutes at 8° to 10° C. The mixture was further stirred for 8 hours at room temperature. After the reaction, methylene chloride was distilled off from the reaction mixture, and to the residue were added water (300 ml.) and ethyl acetate (300 ml.). The result...